This data is from the Open Reaction Database (ORD), a public repository of structured organic reaction records. The task is: describe an organic reaction: reactants, conditions, products, and yield Reactants: C([O-])([O-])=O.[K+].[K+] (Potassium carbonate), CI (methyl iodide), NC(CC(CC(=O)O)(C)C)=O (5-Amino-3,3-dimethyl-5-oxopentanoic acid). Solvent: CN(C)C=O (DMF). Run at time 8 hour. Product: NC(CC(CC(=O)OC)(C)C)=O (methyl 5-amino-3,3-dimethyl-5-oxopentanoate). Reaction SMILES: [NH2:1][C:2](=[O:11])[CH2:3][C:4]([CH3:10])([CH3:9])[CH2:5][C:6]([OH:8])=[O:7].[C:12](=O)([O-])[O-].[K+].[K+].CI>CN(C=O)C>[NH2:1][C:2](=[O:11])[CH2:3][C:4]([CH3:9])([CH3:10])[CH2:5][C:6]([O:8][CH3:12])=[O:7] |f:1.2.3|. Procedure: 5-Amino-3,3-dimethyl-5-oxopentanoic acid (10.9 g; 68.6 mmoles) was dissolved in DMF (50 mL). Potassium carbonate (14.2 g; 103 mmoles) and methyl iodide (8.5 mL; 137.2 mmoles) were added and the reaction mixture was stirred overnight at room temperature. The reaction mixture was filtered, washing the filter cake with DMF. The DMF was removed under vacuum and the residue was suspended in ethyl acetate. The solids were removed by filtration and the ethyl acetate was removed under vacuum to give the... Reactants: BrCc1ccccc1, O=C([O-])[O-], CN(C)C=O, CCOCC, [K+], [K+], O, COC(=O)c1cc(O)cc(C(=O)OC)c1. Product: COC(=O)c1cc(OCc2ccccc2)cc(C(=O)OC)c1. As a reaction SMILES: [Br:16][CH2:17][c:18]1[cH:19][cH:20][cH:21][cH:22][cH:23]1.[C:24](=[O:25])([O-:26])[O-:27].[CH3:31][N:32]([CH3:33])[CH:34]=[O:35].[CH3:36][CH2:37][O:38][CH2:39][CH3:40].[K+:28].[K+:29].[OH2:30].[OH:1][c:2]1[cH:3][c:4]([C:12](=[O:13])[O:14][CH3:15])[cH:5][c:6]([C:7](=[O:8])[O:9][CH3:10])[cH:11]1>>[O:1]([c:2]1[cH:3][c:4]([C:12](=[O:13])[O:14][CH3:15])[cH:5][c:6]([C:7](=[O:8])[O:9][CH3:10])[cH:11]1)[CH2:17][c:18]1[cH:19][cH:20][cH:21][cH:22][cH:23]1. Procedure: 126 parts of isobutyraldehyde and 7 parts of p-toluenesulfonic acid are added in succession to a solution of 605.5 parts of n-octyl carbamate in 1,750 parts by volume of diethyl ether at 25° C., after which the temperature rises to 40° C. for one hour. After one day, the solid product which as crystallized out is filtered off with suction and fractionally distilled in the presence of 10 parts of p-toluenesulfonic acid and one part of hydroquinone. 298.3 parts of n-octyl N-(2-methyl-1-propenyl)-c... The reactants are C(C(C)C)=O (isobutyraldehyde), C1(=CC=C(C=C1)S(=O)(=O)O)C (p-toluenesulfonic acid), 605.5, C(N)(OCCCCCCCC)=O (n-octyl carbamate). Reaction SMILES: [CH:1](=O)[CH:2]([CH3:4])[CH3:3].C1(C)C=CC(S(O)(=O)=O)=CC=1.[C:17](=[O:28])([O:19][CH2:20][CH2:21][CH2:22][CH2:23][CH2:24][CH2:25][CH2:26][CH3:27])[NH2:18]>C(OCC)C>[CH3:3][C:2]([CH3:4])=[CH:1][NH:18][C:17](=[O:28])[O:19][CH2:20][CH2:21][CH2:22][CH2:23][CH2:24][CH2:25][CH2:26][CH3:27]. Run at time 1 hour. Yields the product CC(=CNC(OCCCCCCCC)=O)C (n-octyl N-(2-methyl-1-propenyl)-carbamate). The solvent is C(C)OCC (diethyl ether). Yield: 75.1%. The reactants are ClCCl, CC(C)OCc1nn(-c2ncccc2F)cc1CO. The product is CC(C)OCc1nn(-c2ncccc2F)cc1C=O. RXN SMILES: [Cl:20][CH2:21][Cl:22].[F:1][c:2]1[c:3](-[n:8]2[n:9][c:10]([CH2:15][O:16][CH:17]([CH3:18])[CH3:19])[c:11]([CH2:13][OH:14])[cH:12]2)[n:4][cH:5][cH:6][cH:7]1>>[F:1][c:2]1[c:3](-[n:8]2[n:9][c:10]([CH2:15][O:16][CH:17]([CH3:18])[CH3:19])[c:11]([CH:13]=[O:14])[cH:12]2)[n:4][cH:5][cH:6][cH:7]1. Reactants: CN(C1=CC=C(CNC(NCCCC(=O)NO)=O)C=C1)C (4-[3-(4-Dimethylamino-benzyl)-ureido]-N-hydroxy-butyramide), C(CC1=CC=CC=C1)N (phenethylamine). The product is ONC(CCCNC(=O)NCCC1=CC=CC=C1)=O (N-Hydroxy-4-(3-phenethyl-ureido)-butyramide). As a reaction SMILES: CN(C)C1C=CC(CN[C:9](=[O:18])[NH:10][CH2:11][CH2:12][CH2:13][C:14]([NH:16][OH:17])=[O:15])=CC=1.[CH2:22]([NH2:30])[CH2:23][C:24]1[CH:29]=[CH:28][CH:27]=[CH:26][CH:25]=1>>[OH:17][NH:16][C:14](=[O:15])[CH2:13][CH2:12][CH2:11][NH:10][C:9]([NH:30][CH2:22][CH2:23][C:24]1[CH:29]=[CH:28][CH:27]=[CH:26][CH:25]=1)=[O:18]. Procedure details: Compound 1 was prepared using the methodology described for the preparation of compound 2, by substituting 4-dimethylaminobenzylamine dihydrochloride with phenethylamine. 1H NMR (CD3OD) δ 7.30-7.15 (m, 5H), 3.34 (t, J=6.9 Hz, 2H), 3.11 (t, J=7.2 Hz, 2H), 2.76 (t, J=7.2 Hz, 2H), 2.09 (t, J=7.5 Hz, 2H), 1.73 (m, 2H). 13C NMR (CD3OD) δ 172.7, 161.3, 140.9, 130.0, 129.6, 127.4, 42.8, 40.4, 37.7, 31.3, 27.8. Reaction SMILES: [CH2:1]([CH3:2])[O:3][C:4](=[O:5])[N:6]1[CH2:7][CH2:8][N:9]([C:12](=[O:13])[CH2:14][C:15](=[O:16])[c:17]2[c:18]([NH:27][CH2:28][C:29](=[O:30])[O:31][C:32]([CH3:33])([CH3:34])[CH3:35])[c:19]3[cH:20][cH:21][cH:22][cH:23][c:24]3[cH:25][cH:26]2)[CH2:10][CH2:11]1.[Cl:48][CH2:49][Cl:50].[F:36][C:37]([F:38])([F:39])[C:40]([OH:41])=[O:42].[Na+:47].[O-:43][C:44]([OH:45])=[O:46].[OH2:51]>>[CH2:1]([CH3:2])[O:3][C:4](=[O:5])[N:6]1[CH2:7][CH2:8][N:9]([C:12](=[O:13])[CH2:14][C:15](=[O:16])[c:17]2[c:18]([NH:27][CH2:28][C:29](=[O:30])[OH:31])[c:19]3[cH:20][cH:21][cH:22][cH:23][c:24]3[cH:25][cH:26]2)[CH2:10][CH2:11]1. Reactants: CCOC(=O)N1CCN(C(=O)CC(=O)c2ccc3ccccc3c2NCC(=O)OC(C)(C)C)CC1, ClCCl, O=C(O)C(F)(F)F, [Na+], O=C([O-])O, O. Product: CCOC(=O)N1CCN(C(=O)CC(=O)c2ccc3ccccc3c2NCC(=O)O)CC1. Reactants: C(C1=CC=CC=C1)Cl (benzyl chloride), alkynyl, C(C#C)O (propargyl alcohol), O (water), [OH-].[Na+] (sodium hydroxide), C(C1=CC=CC=C1)Cl (benzyl chloride). The reagents and catalysts are [Br-].C(CCC)[N+](CCCC)(CCCC)CCCC (tetrabutylammonium bromide). The solvent is CCCCCC (Hexane). Conditions: temperature 10 celsius. The product is C(C#C)OCC1=CC=CC=C1 (benzyl propargyl ether). Reaction SMILES: O.[OH-].[Na+].[CH2:4]([OH:7])[C:5]#[CH:6].[CH2:8](Cl)[C:9]1[CH:14]=[CH:13][CH:12]=[CH:11][CH:10]=1>[Br-].C([N+](CCCC)(CCCC)CCCC)CCC.CCCCCC>[CH2:4]([O:7][CH2:8][C:9]1[CH:14]=[CH:13][CH:12]=[CH:11][CH:10]=1)[C:5]#[CH:6] |f:1.2,5.6|. Procedure: In preparing the alkynyl intermediate (used as a second reaction product), water (800 ml) was added to sodium hydroxide pellets (800 g) over 20 minutes using a cooling ice bath. The solution was further cooled to 10° C. Hexane (800 ml) and tetrabutylammonium bromide were added followed by propargyl alcohol (237 ml), dropwise over 20 minutes with ice bath cooling. The reaction was allowed to warm to 30° C. during the addition and benzyl chloride (414 ml) was added over 20 minutes, avoiding exothe... Procedure: 6,7-Dimethoxy-1-methylisoquinolin-3-yl trifluoromethanesulfonate (575 mg), 3-biphenylboronic acid (390 mg, 1.2 eq.), Pd(OAc)2 (37 mg, 0.1 eq.), XPhos (156 mg, 0.2 eq.), and K2CO3 (792 mg, 3.5 eq.) were combined in a flask with 9 mL ACN and 3 mL H2O and degassed. Reaction mixture was then refluxed at 100° C. for 5 hours. Solution was cooled to room temperature then diluted with EtOAc and washed with saturated NaHCO3. Organic layer was dried over sodium sulfate and concentrated. Chromatography ach... The yield is 165.8%. As a reaction SMILES: FC(F)(F)S([O:6][C:7]1N=[C:9]([CH3:21])[C:10]2C([CH:16]=1)=C[C:13](OC)=[C:12](OC)[CH:11]=2)(=O)=O.C1([C:33]2[CH:38]=CC=CC=2)C=CC=C(B(O)O)C=1.CC(C1C=C(C(C)C)C(C2C=CC=CC=2P(C2CCCCC2)C2CCCCC2)=C(C(C)C)C=1)C.C([O-])([O-])=[O:74].[K+].[K+]>CCOC(C)=O.CC([O-])=O.CC([O-])=O.[Pd+2].O.C(#N)C>[CH3:16][CH2:7][O:6][C:33]([CH3:38])=[O:74].[CH3:21][CH2:9][CH2:10][CH2:11][CH2:12][CH3:13] |f:3.4.5,7.8.9,12.13|. The reagents and catalysts are CC(=O)[O-].CC(=O)[O-].[Pd+2] (Pd(OAc)2). The reactants are FC(S(=O)(=O)OC=1N=C(C2=CC(=C(C=C2C1)OC)OC)C)(F)F (6,7-Dimethoxy-1-methylisoquinolin-3-yl trifluoromethanesulfonate), C1(=CC(=CC=C1)B(O)O)C1=CC=CC=C1 (3-biphenylboronic acid), CC(C)C1=CC(=C(C(=C1)C(C)C)C2=C(C=CC=C2)P(C3CCCCC3)C4CCCCC4)C(C)C (XPhos), C(=O)([O-])[O-].[K+].[K+] (K2CO3). Solvent: O (H2O), C(C)#N (ACN), CCOC(=O)C (EtOAc). Run at temperature 100 celsius. Product: CCOC(=O)C.CCCCCC (EtOAc hexane). Starting materials: C([O-])(O)=O.[Na+] (sodium bicarbonate), NC1=NC(=NS1)C(C(=O)NC1[C@@H]2N(C(=C(CS2)OS(=O)(=O)C)C(=O)O)C1=O)=NOCC (7-[2-(5-amino-1,2,4-thiadiazol-3-yl)-2-ethoxyiminoacetamido]-3-mesyloxy-3-cephem-4-carboxylic acid), C[Si](C)(C)NC(=O)N[Si](C)(C)C (bis(trimethylsilyl)urea), C(C)(=O)S\C=C/C1=CC=CC=C1 ((Z)-2-acetylthiovinylbenzene), C[O-].[Na+] (sodium methoxide). The solvent is O (water), O1CCCC1 (tetrahydrofuran), O1CCCC1 (tetrahydrofuran). Conditions: time 30 minute. Product: NC1=NC(=NS1)C(C(=O)NC1[C@@H]2N(C(=C(CS2)S\C=C/C2=CC=CC=C2)C(=O)O)C1=O)=NOCC (7-[2-(5-amino-1,2,4-thiadiazol-3-yl)-2-ethoxyiminoacetamido]-3-[(Z)-2-phenylvinylthio]-3-cephem-4-carboxylic acid). The yield is 50.9%. RXN SMILES: [NH2:1][C:2]1[S:6][N:5]=[C:4]([C:7](=[N:28][O:29][CH2:30][CH3:31])[C:8]([NH:10][CH:11]2[C:26](=[O:27])[N:13]3[C:14]([C:23]([OH:25])=[O:24])=[C:15](OS(C)(=O)=O)[CH2:16][S:17][C@H:12]23)=[O:9])[N:3]=1.C[Si](NC(N[Si](C)(C)C)=O)(C)C.C([S:47]/[CH:48]=[CH:49]\[C:50]1[CH:55]=[CH:54][CH:53]=[CH:52][CH:51]=1)(=O)C.C[O-].[Na+].C(=O)(O)[O-].[Na+]>O1CCCC1.O>[NH2:1][C:2]1[S:6][N:5]=[C:4]([C:7](=[N:28][O:29][CH2:30][CH3:31])[C:8]([NH:10][CH:11]2[C:26](=[O:27])[N:13]3[C:14]([C:23]([OH:25])=[O:24])=[C:15]([S:47]/[CH:48]=[CH:49]\[C:50]4[CH:55]=[CH:54][CH:53]=[CH:52][CH:51]=4)[CH2:16][S:17][C@H:12]23)=[O:9])[N:3]=1 |f:3.4,5.6|. Procedure: To a suspension of 7-[2-(5-amino-1,2,4-thiadiazol-3-yl)-2-ethoxyiminoacetamido]-3-mesyloxy-3-cephem-4-carboxylic acid (syn isomer)(1 g) in tetrahydrofuran (30 ml) was added bis(trimethylsilyl)urea (444 mg) at ambient temperature. The mixture was stirred at 30°-35° C. for 30 minutes to give a clear solution. On the other hand, to a solution of (Z)-2-acetylthiovinylbenzene (780 mg) in tetrahydrofuran (6 ml) was added sodium methoxide (240 mg) at 0° C. The mixture was stirred for 30 minutes. This s... Reactants: C(Cl)(Cl)Cl (CHCl3), C(C)(C)C1=CC=C(C=C1)S(=O)(=O)NC(C(OC1=C(C=C(C=C1)C(=O)OC)CC(C)C)C1=CC2=C(C=C1)OCO2)=O (N-(4-iso-propylbenzenesulfonyl)-α-(2-iso-butyl-4-carbomethoxyphenoxy)-3,4-methylenedioxyphenylacetamide), aqueous solution, [OH-].[Na+] (sodium hydroxide), ester. The solvent is CO (MeOH), CO (methanol). Conditions: temperature 60 celsius. Yields the product C(C)(C)C1=CC=C(C=C1)S(=O)(=O)NC(C(OC1=C(C=C(C=C1)C(=O)O)CC(C)C)C1=CC2=C(C=C1)OCO2)=O (N-(4-iso-propylbenzenesulfonyl)-α-(2-iso-butyl-4-carboxyphenoxy)-3,4-methylenedioxyphenylacetamide). Isolated yield 82.7%. Reaction SMILES: [CH:1]([C:4]1[CH:9]=[CH:8][C:7]([S:10]([NH:13][C:14](=[O:40])[CH:15]([C:31]2[CH:36]=[CH:35][C:34]3[O:37][CH2:38][O:39][C:33]=3[CH:32]=2)[O:16][C:17]2[CH:22]=[CH:21][C:20]([C:23]([O:25]C)=[O:24])=[CH:19][C:18]=2[CH2:27][CH:28]([CH3:30])[CH3:29])(=[O:12])=[O:11])=[CH:6][CH:5]=1)([CH3:3])[CH3:2].[OH-].[Na+].C(Cl)(Cl)Cl>CO>[CH:1]([C:4]1[CH:5]=[CH:6][C:7]([S:10]([NH:13][C:14](=[O:40])[CH:15]([C:31]2[CH:36]=[CH:35][C:34]3[O:37][CH2:38][O:39][C:33]=3[CH:32]=2)[O:16][C:17]2[CH:22]=[CH:21][C:20]([C:23]([OH:25])=[O:24])=[CH:19][C:18]=2[CH2:27][CH:28]([CH3:30])[CH3:29])(=[O:11])=[O:12])=[CH:8][CH:9]=1)([CH3:2])[CH3:3] |f:1.2|. Procedure details: To a solution of 0.294 g (0.52 mmol) of the product of Example 60 dissolved in 3.0 mL of methanol was added 1.0 mL of a 5.0 N aqueous solution of sodium hydroxide. The reaction mixture was magnetically stirred at 60° C. After 3 hours TLC analysis (CHCl3 --MeOH--NH4OH80:15:1) indicated complete hydrolysis of the ester. The reaction was cooled to room temperature, adjusted to pH=5 with dropwise addition of 1.0 N HCI, then partitioned between EtOAc and water. The organic layer was separated, washed...